From a dataset of the Open Reaction Database (ORD), a public repository of structured organic reaction records. describe an organic reaction: reactants, conditions, products, and yield Reactants: C(C)(=O)N1CC2=C(CC1)C(=C(S2)C)CCBr (6-acetyl-3-(2-bromoethyl)-4,5,6,7-tetrahydro-2-methylthieno[2,3-c]pyridine), Cl.FC=1C=CC2=C(SC=C2C2CCNCC2)C1 (4-(6-fluorobenzo(b)thiophen-3-yl)piperidine hydrochloride), C([O-])([O-])=O.[K+].[K+] (potassium carbonate), [I-].[K+] (potassium iodide). Solvent: CN(C=O)C (dimethylformamide), C1(=CC=CC=C1)C (toluene). Reaction conditions: temperature 90 celsius, time 22 hour. The product is C(C)(=O)N1CC2=C(CC1)C(=C(S2)C)CCN2CCC(CC2)C=2C1=C(SC2)C=C(C=C1)F (6-acetyl-3-(2-(4-(6-fluorobenzo(b)thiophen-3-yl)piperidin-1-yl)ethyl)-4,5,6,7-tetrahydro-2-methylthieno[2,3-c]pyridine). Yield: 50.4%. Reaction SMILES: [C:1]([N:4]1[CH2:9][CH2:8][C:7]2[C:10]([CH2:14][CH2:15]Br)=[C:11]([CH3:13])[S:12][C:6]=2[CH2:5]1)(=[O:3])[CH3:2].Cl.[F:18][C:19]1[CH:20]=[CH:21][C:22]2[C:26]([CH:27]3[CH2:32][CH2:31][NH:30][CH2:29][CH2:28]3)=[CH:25][S:24][C:23]=2[CH:33]=1.C(=O)([O-])[O-].[K+].[K+].[I-].[K+]>CN(C)C=O.C1(C)C=CC=CC=1>[C:1]([N:4]1[CH2:9][CH2:8][C:7]2[C:10]([CH2:14][CH2:15][N:30]3[CH2:31][CH2:32][CH:27]([C:26]4[C:22]5[CH:21]=[CH:20][C:19]([F:18])=[CH:33][C:23]=5[S:24][CH:25]=4)[CH2:28][CH2:29]3)=[C:11]([CH3:13])[S:12][C:6]=2[CH2:5]1)(=[O:3])[CH3:2] |f:1.2,3.4.5,6.7|. Reported procedure: A mixture of 210 mg of 6-acetyl-3-(2-bromoethyl)-4,5,6,7-tetrahydro-2-methylthieno[2,3-c]pyridine, 200 mg of 4-(6-fluorobenzo(b)thiophen-3-yl)piperidine hydrochloride, 250 mg of potassium carbonate and 140 mg of potassium iodide in 5 ml of dimethylformamide and 5 ml of toluene was stirred at 90° C. for 22 hours and concentrated in vacuo. To the residue were added ethyl acetate and water, and separated. The ethyl acetate layer was washed with water, dried over magnesium sulfate and concentrated i... The reactants are CCOC(=O)C (AcOEt), ClC1=CC=C(C=C1)C1=C(C2=C(N1COC)C(=C(S2)C(=O)OC)C=O)C2CCCCC2 (methyl 5-(4-chlorophenyl)-6-cyclohexyl-3-formyl-4-(methoxymethyl)-4H-thieno[3,2-b]pyrrole-2-carboxylate), NaHCO8. Run in O1CCOCC1 (dioxane). The product is ClC1=CC=C(C=C1)C1=C(C2=C(N1)C(=C(S2)C(=O)OC)C=O)C2CCCCC2 (methyl 5-(4-chlorophenyl)-6-cyclohexyl-3-formyl-4H-thieno[3,2-b]pyrrole-2-carboxylate). Isolated yield 70.0%. RXN SMILES: [Cl:1][C:2]1[CH:7]=[CH:6][C:5]([C:8]2[N:12](COC)[C:11]3[C:16]([CH:23]=[O:24])=[C:17]([C:19]([O:21][CH3:22])=[O:20])[S:18][C:10]=3[C:9]=2[CH:25]2[CH2:30][CH2:29][CH2:28][CH2:27][CH2:26]2)=[CH:4][CH:3]=1.CCOC(C)=O>O1CCOCC1>[Cl:1][C:2]1[CH:3]=[CH:4][C:5]([C:8]2[NH:12][C:11]3[C:16]([CH:23]=[O:24])=[C:17]([C:19]([O:21][CH3:22])=[O:20])[S:18][C:10]=3[C:9]=2[CH:25]2[CH2:30][CH2:29][CH2:28][CH2:27][CH2:26]2)=[CH:6][CH:7]=1. Procedure: A solution (0.11 M) of methyl 5-(4-chlorophenyl)-6-cyclohexyl-3-formyl-4-(methoxymethyl)-4H-thieno[3,2-b]pyrrole-2-carboxylate in dioxane/aqueous HCl (6 N) (1:1) was heated at 130° C. under microwave irradiation for 10 min. After dilution with AcOEt, the resulting solution was basified with solid NaHCO8 and extracted with AcOEt. The combined organic phase was washed with brine, dried and concentrated under reduced pressure. The crude was triturated with Et2O/petroleum ether (1:9) to afford the t... The reactants are C(C)O (ethanol), ClC(=O)OC(Cl)(Cl)Cl (trichloromethyl chloroformate), uracils, 7-amino-2,3-dihydrobenzofurnan, NC1=CC=C(C=2CC(OC21)(C)C)Cl (7-amino-4-chloro-2,3-dihydro-2,2-dimethylbenzofuran). Yields the product O1CCC2=C1C(=CC=C2)NC(OCC)=O (ethyl N-(2,3-dihydrobenzofuran-7-yl)carbamate). As a reaction SMILES: [NH2:1][C:2]1[C:10]2[O:9][C:8](C)(C)[CH2:7][C:6]=2[C:5](Cl)=[CH:4][CH:3]=1.Cl[C:15]([O:17][C:18](Cl)(Cl)Cl)=[O:16].[CH2:22](O)C>>[O:9]1[C:10]2[C:2]([NH:1][C:15](=[O:16])[O:17][CH2:18][CH3:22])=[CH:3][CH:4]=[CH:5][C:6]=2[CH2:7][CH2:8]1. Procedure details: Schema 4 illustrates an alternative process for preparing the uracils of this invention in which a 7-amino-2,3-dihydrobenzofurnan, for example, 7-amino-4-chloro-2,3-dihydro-2,2-dimethylbenzofuran, is successively treated with trichloromethyl chloroformate and then ethanol to give the corresponding ethyl N-(2,3-dihydrobenzofuran-7-yl)carbamate (X). The carbamate is then reacted with sodium hydride and a 3-amino-3-fluoroalkylacrylate, for example, ethyl 3-amino-4,4,4-trifluorocrotonate, and subseq... The reactants are C(CC(O)(C(=O)O)CC(=O)O)(=O)O (citric acid), Cl.Cl.NCCNC1=NC=C(C#N)C=C1 (6-[(2-Aminoethyl)amino]nicotinonitrile dihydrochloride), C(C)(C)N(C(C)C)CC (N,N-diisopropylethylamine), ClC=1C=2N(C=C(N1)C1=C(C=C(C=C1)Cl)Cl)N=C(C2)C(=O)OCC (Ethyl 4-chloro-6-(2,4-dichlorophenyl)pyrazolo[1,5-a]pyrazine-2-carboxylate). The solvent is C(C)(=O)OCC (Ethyl acetate), CS(=O)C (DMSO). Reaction conditions: temperature 150 celsius. Yields the product C(#N)C=1C=CC(=NC1)NCCNC=1C=2N(C=C(N1)C1=C(C=C(C=C1)Cl)Cl)N=C(C2)C(=O)OCC (Ethyl 4-({2-[(5-cyanopyridin-2-yl)amino]ethyl}amino)-6-(2,4-dichlorophenyl)pyrazolo[1,5-a]-pyrazine-2-carboxylate). As a reaction SMILES: Cl[C:2]1[C:3]2[N:4]([N:16]=[C:17]([C:19]([O:21][CH2:22][CH3:23])=[O:20])[CH:18]=2)[CH:5]=[C:6]([C:8]2[CH:13]=[CH:12][C:11]([Cl:14])=[CH:10][C:9]=2[Cl:15])[N:7]=1.Cl.Cl.[NH2:26][CH2:27][CH2:28][NH:29][C:30]1[CH:37]=[CH:36][C:33]([C:34]#[N:35])=[CH:32][N:31]=1.C(N(CC)C(C)C)(C)C.C(O)(=O)CC(CC(O)=O)(C(O)=O)O>CS(C)=O.C(OCC)(=O)C>[C:34]([C:33]1[CH:36]=[CH:37][C:30]([NH:29][CH2:28][CH2:27][NH:26][C:2]2[C:3]3[N:4]([N:16]=[C:17]([C:19]([O:21][CH2:22][CH3:23])=[O:20])[CH:18]=3)[CH:5]=[C:6]([C:8]3[CH:13]=[CH:12][C:11]([Cl:14])=[CH:10][C:9]=3[Cl:15])[N:7]=2)=[N:31][CH:32]=1)#[N:35] |f:1.2.3|. Procedure details: 1 g (5 mmol) of ethyl 4-chloro-6-(2,4-dichlorophenyl)pyrazolo[1,5-a]pyrazine-2-carboxylate (Example 12A) was initially charged in 15 ml of dry DMSO, and 1.55 g (4.22 mmol) of 6-[(2-aminoethyl)amino]nicotinonitrile dihydrochloride (Example 2A) and 5.8 ml (33.5 mmol) of N,N-diisopropylethylamine were added and the mixture was heated in a microwave at 150° C. for 30 min. Ethyl acetate and 10% strength citric acid were added, and the reaction mixture was extracted. The organic phase was washed with ... Starting materials: CN(C)C=O, [H-], CI, [K+], [Na+], CCCc1nc(C)n(-c2ccc3c(c2)C(O)CC(C)(C)O3)c(=O)c1Cc1ccc(-c2ccccc2C#N)cc1, O=S(=O)([O-])O. The product is CCCc1nc(C)n(-c2ccc3c(c2)C(OC)CC(C)(C)O3)c(=O)c1Cc1ccc(-c2ccccc2C#N)cc1. Reaction SMILES: [CH3:50][N:51]([CH3:52])[CH:53]=[O:54].[H-:40].[I:42][CH3:43].[K+:49].[Na+:41].[OH:1][CH:2]1[CH2:3][C:4]([CH3:38])([CH3:39])[O:5][c:6]2[cH:7][cH:8][c:9](-[n:12]3[c:13]([CH3:37])[n:14][c:15]([CH2:34][CH2:35][CH3:36])[c:16]([CH2:19][c:20]4[cH:21][cH:22][c:23](-[c:26]5[c:27]([C:32]#[N:33])[cH:28][cH:29][cH:30][cH:31]5)[cH:24][cH:25]4)[c:17]3=[O:18])[cH:10][c:11]21.[S:44]([O-:45])([OH:46])(=[O:47])=[O:48]>>[O:1]([CH:2]1[CH2:3][C:4]([CH3:38])([CH3:39])[O:5][c:6]2[cH:7][cH:8][c:9](-[n:12]3[c:13]([CH3:37])[n:14][c:15]([CH2:34][CH2:35][CH3:36])[c:16]([CH2:19][c:20]4[cH:21][cH:22][c:23](-[c:26]5[c:27]([C:32]#[N:33])[cH:28][cH:29][cH:30][cH:31]5)[cH:24][cH:25]4)[c:17]3=[O:18])[cH:10][c:11]21)[CH3:43]. Starting materials: C(C1=CC=CC=C1)N1C(C2=CC=CC=C2C12CCNC=C2)=O (2-benzyl-2′,3′-dihydro-1′H-spiro[isoindole-1,4′-pyridin]-3(2H)-one). Reagents/catalysts: [Pd] (Pd). Solvent: CC(=O)O (HOAc). Yields the product C(C1=CC=CC=C1)N1C(C2=CC=CC=C2C12CCNCC2)=O (2-benzylspiro[isoindole-1,4′-piperidin]-3(2H)-one). RXN SMILES: [CH2:1]([N:8]1[C:16]2([CH:21]=[CH:20][NH:19][CH2:18][CH2:17]2)[C:15]2[C:10](=[CH:11][CH:12]=[CH:13][CH:14]=2)[C:9]1=[O:22])[C:2]1[CH:7]=[CH:6][CH:5]=[CH:4][CH:3]=1>CC(O)=O.[Pd]>[CH2:1]([N:8]1[C:16]2([CH2:21][CH2:20][NH:19][CH2:18][CH2:17]2)[C:15]2[C:10](=[CH:11][CH:12]=[CH:13][CH:14]=2)[C:9]1=[O:22])[C:2]1[CH:7]=[CH:6][CH:5]=[CH:4][CH:3]=1. Procedure: To a solution of 2-benzyl-2′,3′-dihydro-1′H-spiro[isoindole-1,4′-pyridin]-3(2H)-one (3.6 mmol) in HOAc (20 ml) is added 10% Pd on C (100 mg) and the mixture is hydrogenated at 50 psi overnight. The catalyst is filtered and washed with methanol (2×10 ml) and the combined filtrate is evaporated to dryness. The residue is partitioned between aqueous NaHCO3 solution (30 ml) and EtOAc (30 ml). The layers are separated and the aqueous layer is extracted with EtOAc (30 ml). The combined extracts are wa... Starting materials: CCOC(=O)c1csc(CBr)n1, CN(C)C=O, [H-], [Na+], O, FC(F)(F)c1ccc2c(-c3ccccc3)n[nH]c2c1. The product is CCOC(=O)c1csc(Cn2nc(-c3ccccc3)c3ccc(C(F)(F)F)cc32)n1. RXN SMILES: [Br:22][CH2:23][c:24]1[s:25][cH:26][c:27]([C:29](=[O:30])[O:31][CH2:32][CH3:33])[n:28]1.[CH3:35][N:36]([CH3:37])[CH:38]=[O:39].[H-:1].[Na+:2].[OH2:34].[c:3]1(-[c:9]2[n:10][nH:11][c:12]3[cH:13][c:14]([C:18]([F:19])([F:20])[F:21])[cH:15][cH:16][c:17]23)[cH:4][cH:5][cH:6][cH:7][cH:8]1>>[c:3]1(-[c:9]2[n:10][n:11]([CH2:23][c:24]3[s:25][cH:26][c:27]([C:29](=[O:30])[O:31][CH2:32][CH3:33])[n:28]3)[c:12]3[cH:13][c:14]([C:18]([F:19])([F:20])[F:21])[cH:15][cH:16][c:17]23)[cH:4][cH:5][cH:6][cH:7][cH:8]1. The reactants are N1(CCOCC1)C=1N=C2C(=NC1)CNCC2 (2-morpholin-4-yl-5,6,7,8-tetrahydropyrido[3,4-b]pyrazine), [Na+].[I-] (NaI), C(=O)([O-])[O-].[K+].[K+] (K2CO3), ClCC(=O)N1CCN(CC1)C1CCC1 (2-chloro-1-(4-cyclobutyl-piperazin-1-yl)-ethanone). The solvent is C(Cl)Cl (DCM), C(C)#N (acetonitrile). Reaction conditions: time 8 hour. The product is C1(CCC1)N1CCN(CC1)C(CN1CC2=NC=C(N=C2CC1)N1CCOCC1)=O (6-[2-(4-cyclobutylpiperazin-1-yl)-2-oxoethyl]-2-morpholin-4-yl-5,6,7,8-tetrahydropyrido[3,4-b]pyrazine). Reaction SMILES: [N:1]1([C:7]2[N:8]=[C:9]3[CH2:16][CH2:15][NH:14][CH2:13][C:10]3=[N:11][CH:12]=2)[CH2:6][CH2:5][O:4][CH2:3][CH2:2]1.[Na+].[I-].C([O-])([O-])=O.[K+].[K+].Cl[CH2:26][C:27]([N:29]1[CH2:34][CH2:33][N:32]([CH:35]2[CH2:38][CH2:37][CH2:36]2)[CH2:31][CH2:30]1)=[O:28]>C(#N)C.C(Cl)Cl>[CH:35]1([N:32]2[CH2:33][CH2:34][N:29]([C:27](=[O:28])[CH2:26][N:14]3[CH2:15][CH2:16][C:9]4[C:10](=[N:11][CH:12]=[C:7]([N:1]5[CH2:2][CH2:3][O:4][CH2:5][CH2:6]5)[N:8]=4)[CH2:13]3)[CH2:30][CH2:31]2)[CH2:38][CH2:37][CH2:36]1 |f:1.2,3.4.5|. Procedure details: To a solution of 2-morpholin-4-yl-5,6,7,8-tetrahydropyrido[3,4-b]pyrazine (60 mg, 0.27 mmol) in acetonitrile (5 mL) is added NaI (50 mg, 0.333 mmol), K2CO3 (200 mg, 1.45 mmol) and 2-chloro-1-(4-cyclobutyl-piperazin-1-yl)-ethanone (100 mg, 0.463 mmol). The mixture is stirred overnight at rt. The mixture is diluted with DCM (25 mL) and filtered through Celite. The filtrate is concentrated and the residue is purified by PTLC eluting with EtOAc/MeOH/NEt3 (90:10:10) to yield the title compound. 1H NM...